This data is from the Open Reaction Database (ORD), a public repository of structured organic reaction records. The task is: describe an organic reaction: reactants, conditions, products, and yield RXN SMILES: [Br:31][N:32]1[C:33](=[O:34])[CH2:35][CH2:36][C:37]1=[O:38].[CH2:39]([Cl:40])[Cl:41].[CH3:1][c:2]1[c:3]([CH2:8][CH2:9][CH2:10][OH:11])[cH:4][cH:5][cH:6][cH:7]1.[c:12]1([P:13]([c:14]2[cH:15][cH:16][cH:17][cH:18][cH:19]2)[c:20]2[cH:21][cH:22][cH:23][cH:24][cH:25]2)[cH:26][cH:27][cH:28][cH:29][cH:30]1>>[CH3:1][c:2]1[c:3]([CH2:8][CH2:9][CH2:10][Br:31])[cH:4][cH:5][cH:6][cH:7]1. Reactants: O=C1CCC(=O)N1Br, ClCCl, Cc1ccccc1CCCO, c1ccc(P(c2ccccc2)c2ccccc2)cc1. Product: Cc1ccccc1CCCBr. Starting materials: COC=1C=C2C3=C(NC2=CC1OC)N=CNC3=O (6,7-dimethoxy-3H-pyrimido[4,5-b]indol-4(9H)-one), O=P(Cl)(Cl)Cl (POCl3). Solvent: O1CCOCC1 (p-dioxane). Run at temperature 0 celsius, time 36 hour. The product is ClC1=NC=NC2NC3=CC(=C(C=C3C21)OC)OC (4-Chloro-6,7-dimethoxy-9,9a-dihydro-4aH-pyrimido[4,5-b]indole). Yield: 773.3%. RXN SMILES: [CH3:1][O:2][C:3]1[CH:4]=[C:5]2[C:9](=[CH:10][C:11]=1[O:12][CH3:13])[NH:8][C:7]1[N:14]=[CH:15][NH:16][C:17](=O)[C:6]2=1.O=P(Cl)(Cl)[Cl:21]>O1CCOCC1>[Cl:21][C:17]1[CH:6]2[CH:7]([NH:8][C:9]3[C:5]2=[CH:4][C:3]([O:2][CH3:1])=[C:11]([O:12][CH3:13])[CH:10]=3)[N:14]=[CH:15][N:16]=1. Procedure details: A suspension of 6,7-dimethoxy-3H-pyrimido[4,5-b]indol-4(9H)-one 6 (2.8 g), POCl3 (20 mL) and p-dioxane 65 mL was heated at reflux for 6 hrs, then stirred at 25 0° C. for 36 hrs. The obtained mixture was filtered and concentrated. The crude product was purified by column chromatography using 1% MeOH/DCM to give title compound 773.3% (2.2 g) as pale yellow solid. Starting materials: BrC=C(C)C1=C(C=C(C=C1)F)F (1-(2-Bromo-1-methyl-vinyl)-2,4-difluoro-benzene), ClC1=CC=2C3=C(NC2C=C1)CCN(C3)C (8-Chloro-2-methyl-2,3,4,5-tetrahydro-1H-pyrido[4,3-b]indole), N1[C@H](C(=O)O)CCC1 (L-proline), P(=O)([O-])([O-])[O-].[K+].[K+].[K+] (potassium phosphate). Reagents/catalysts: [Cu]I (Copper (I) iodide). Solvent: CN(C)C=O (DMF). Conditions: time 10 minute. Yields the product ClC1=CC=2C3=C(N(C2C=C1)\C=C(/C)\C1=C(C=C(C=C1)F)F)CCN(C3)C ((E)-8-chloro-5-(2-(2,4-difluorophenyl)prop-1-enyl)-2-methyl-2,3,4,5-tetrahydro-1H-pyrido[4,3-b]indole). As a reaction SMILES: [Cl:1][C:2]1[CH:10]=[CH:9][C:8]2[NH:7][C:6]3[CH2:11][CH2:12][N:13]([CH3:15])[CH2:14][C:5]=3[C:4]=2[CH:3]=1.N1CCC[C@H]1C(O)=O.P([O-])([O-])([O-])=O.[K+].[K+].[K+].Br[CH:33]=[C:34]([C:36]1[CH:41]=[CH:40][C:39]([F:42])=[CH:38][C:37]=1[F:43])[CH3:35]>CN(C=O)C.[Cu]I>[Cl:1][C:2]1[CH:10]=[CH:9][C:8]2[N:7](/[CH:33]=[C:34](/[C:36]3[CH:41]=[CH:40][C:39]([F:42])=[CH:38][C:37]=3[F:43])\[CH3:35])[C:6]3[CH2:11][CH2:12][N:13]([CH3:15])[CH2:14][C:5]=3[C:4]=2[CH:3]=1 |f:2.3.4.5|. Procedure: 8-Chloro-2-methyl-2,3,4,5-tetrahydro-1H-pyrido[4,3-b]indole (220 mg, 1 mmol) was dissolved in DMF. Copper (I) iodide (19 mg, 0.1 mmol), L-proline (23 mg, 0.2 mmol) and potassium phosphate (424 mg, 2 mmol) were added and the reaction mixture was stirred for 10 min. at RT. 1-(2-Bromo-1-methyl-vinyl)-2,4-difluoro-benzene (279 mg, 1.2 mmol) was added dropwise and the reaction mixture was purged with nitrogen. The reaction mixture was heated at 85° C. (prolonged heating in some cases was required). D... Reactants: C(=CCCCCCCCCCC)C=1C=NN(C1)C(C(=O)NC1=C(C=C(C=C1OC)OC)OC)C1=CC=CC=C1 ((±)-4-(1-dodecenyl)-α-phenyl-N-(2,4,6-trimethoxyphenyl)-1H-pyrazole-1-acetamide), [H][H] (Hydrogen). The reagents and catalysts are [Pd] (Pd/C). Run in C1CCOC1 (THF). Run at time 2 hour. Yields the product C(CCCCCCCCCCC)C=1C=NN(C1)C(C(=O)NC1=C(C=C(C=C1OC)OC)OC)C1=CC=CC=C1 ((±)-4-Dodecyl-α-phenyl-N-(2,4,6-trimethoxyphenyl)-1H-pyrazole-1-acetamide). Isolated yield 93.3%. As a reaction SMILES: [CH:1]([C:13]1[CH:14]=[N:15][N:16]([CH:18]([C:34]2[CH:39]=[CH:38][CH:37]=[CH:36][CH:35]=2)[C:19]([NH:21][C:22]2[C:27]([O:28][CH3:29])=[CH:26][C:25]([O:30][CH3:31])=[CH:24][C:23]=2[O:32][CH3:33])=[O:20])[CH:17]=1)=[CH:2][CH2:3][CH2:4][CH2:5][CH2:6][CH2:7][CH2:8][CH2:9][CH2:10][CH2:11][CH3:12].[H][H]>C1COCC1.[Pd]>[CH2:1]([C:13]1[CH:14]=[N:15][N:16]([CH:18]([C:34]2[CH:35]=[CH:36][CH:37]=[CH:38][CH:39]=2)[C:19]([NH:21][C:22]2[C:23]([O:32][CH3:33])=[CH:24][C:25]([O:30][CH3:31])=[CH:26][C:27]=2[O:28][CH3:29])=[O:20])[CH:17]=1)[CH2:2][CH2:3][CH2:4][CH2:5][CH2:6][CH2:7][CH2:8][CH2:9][CH2:10][CH2:11][CH3:12]. Reported procedure: In addition to the procedures followed in Example 122, (±)-4-(1-dodecenyl)-α-phenyl-N-(2,4,6-trimethoxyphenyl)-1H-pyrazole-1-acetamide (0.46 g, 0.9 mmol) was dissolved in 75 mL THF and 5% Pd/C (0.1 g) was added. Hydrogen gas (50 psi) was added and the reaction mixture was stirred at room temperature for 2 hours. Filtered to remove the catalyst and concentrated the filtrate to give an oil. Triturated with hexanes to give the title compound as a cream-colored solid (0.45 g, 97%); mp 77°-79° C.